Dataset: the Open Reaction Database (ORD), a public repository of structured organic reaction records. Task: describe an organic reaction: reactants, conditions, products, and yield Starting materials: ClC=1C=C2C(=C(OC(C2=CC1)=O)C(=O)O)C1=CC=CC=C1 (6-chloro-1-oxo-4-phenyl-1H-isochromen-3-carboxylic acid), C(C1=CC=2OCOC2C=C1)N (piperonylamine). Yields the product O1COC2=C1C=CC(=C2)CN2C(C1=CC=C(C=C1C(=C2C(=O)O)C2=CC=CC=C2)Cl)=O (2-(benzo[1,3]dioxol-5-ylmethyl)-6-chloro-1-oxo-4-phenyl-1,2-dihydroisoquinoline-3-carboxylic acid). RXN SMILES: [Cl:1][C:2]1[CH:3]=[C:4]2[C:9](=[CH:10][CH:11]=1)[C:8](=[O:12])O[C:6]([C:13]([OH:15])=[O:14])=[C:5]2[C:16]1[CH:21]=[CH:20][CH:19]=[CH:18][CH:17]=1.[CH2:22]([NH2:32])[C:23]1[CH:31]=[CH:30][C:29]2[O:28][CH2:27][O:26][C:25]=2[CH:24]=1>>[O:28]1[C:29]2[CH:30]=[CH:31][C:23]([CH2:22][N:32]3[C:6]([C:13]([OH:15])=[O:14])=[C:5]([C:16]4[CH:21]=[CH:20][CH:19]=[CH:18][CH:17]=4)[C:4]4[C:9](=[CH:10][CH:11]=[C:2]([Cl:1])[CH:3]=4)[C:8]3=[O:12])=[CH:24][C:25]=2[O:26][CH2:27]1. Reported procedure: The present compound was synthesized by a method similar to that in Example 226 and using 6-chloro-1-oxo-4-phenyl-1H-isochromen-3-carboxylic acid (400 mg) and piperonylamine. Starting materials: OC1=NC=CC(=C1)C (2-hydroxy-4-methyl-pyridine), CCCCCCC (heptane), BrCC(=O)OCC (ethyl bromoacetate), C([O-])([O-])=O.[K+].[K+] (potassium carbonate). Run in C(C)(=O)OCC (ethyl acetate). Yields the product C(C)OC(CN1C(C=CC(=C1)C)=O)=O ((5-Methyl-2-oxo-2H-pyridin-1-yl)-acetic acid ethyl ester). Isolated yield 76.0%. As a reaction SMILES: [OH:1][C:2]1[CH:7]=[C:6](C)[CH:5]=[CH:4][N:3]=1.Br[CH2:10][C:11]([O:13][CH2:14][CH3:15])=[O:12].[C:16](=O)([O-])[O-].[K+].[K+].CCCCCCC>C(OCC)(=O)C>[CH2:14]([O:13][C:11](=[O:12])[CH2:10][N:3]1[CH:4]=[C:5]([CH3:16])[CH:6]=[CH:7][C:2]1=[O:1])[CH3:15] |f:2.3.4|. Procedure: As described for example 320a, 2-hydroxy-4-methyl-pyridine was reacted with ethyl bromoacetate and potassium carbonate. Extractive workup followed by chromatography (SiO2, heptane:ethyl acetate=100:0 to 0:100) afforded the title compound as a colorless liquid (yield: 76%). MS: m/e=196.1 [M+H]+. Starting materials: 453.1, CN(CCN1CCNCC1)C (1-(2-Dimethylamino-ethyl)-piperazine), COC(CBr)OC (bromoacetaldehyde dimethyl acetal), ClC1=CC=C(C=C1)[C@H]1C[C@]12C(NC1=CC=CC=C21)=O ((1S,2R)-2-(4-chlorophenyl)spiro[cyclopropane-1,3′-indolin]-2′-one). The product is ClC1=CC=C(C=C1)[C@@H]1C[C@@]12C(N(C1=CC=CC=C21)CCN2CCN(CC2)CCN(C)C)=O ((1R,2S)-2-(4-chlorophenyl)-1′-(2-(4-(2-(dimethylamino)ethyl)piperazin-1-yl)ethyl) Spiro[cyclopropane-1,3′-indolin]-2′-one). As a reaction SMILES: [CH3:1][N:2]([CH3:11])[CH2:3][CH2:4][N:5]1[CH2:10][CH2:9][NH:8][CH2:7][CH2:6]1.CO[CH:14](OC)[CH2:15]Br.[Cl:19][C:20]1[CH:25]=[CH:24][C:23]([C@@H:26]2[C@:28]3([C:36]4[C:31](=[CH:32][CH:33]=[CH:34][CH:35]=4)[NH:30][C:29]3=[O:37])[CH2:27]2)=[CH:22][CH:21]=1>>[Cl:19][C:20]1[CH:21]=[CH:22][C:23]([C@H:26]2[C@@:28]3([C:36]4[C:31](=[CH:32][CH:33]=[CH:34][CH:35]=4)[N:30]([CH2:14][CH2:15][N:8]4[CH2:9][CH2:10][N:5]([CH2:4][CH2:3][N:2]([CH3:11])[CH3:1])[CH2:6][CH2:7]4)[C:29]3=[O:37])[CH2:27]2)=[CH:24][CH:25]=1. Reported procedure: The title compound was prepared in analogy to Example 74 starting from 1-(2-Dimethylamino-ethyl)-piperazine, bromoacetaldehyde dimethyl acetal (commercially available), (1R,2S) and (1S,2R)-2-(4-chlorophenyl)spiro[cyclopropane-1,3′-indolin]-2′-one prepared as in Scheme 1. LC/MS m/e calcd. for C26H33ClN4O: 452, observed (M+H)+: 453.1 1HNMR (400 MHz, MeOD-d4) δppm 2.15-2.33 (m, 3 H) 2.86 (t, J=5.81 Hz, 3 H) 2.96 (s, 6 H) 3.27 (t, J=8.59 Hz, 3 H) 3.45-3.76 (m, 3 H) 4.32 (d, J=48.76 Hz, 3 H) 6.12 (d,... The reactants are ClC1=CC=C(C=C1)C1(CCC1)C1=NCCC2=CC=C(C=C12)O (1-[1-(4-chlorophenyl)cyclobutyl]-3,4-dihydroisoquinolin-7-ol), FC1=CC=C(C=C1)C1(CCC1)C(=O)O (1-(4-fluorophenyl)cyclobutanecarboxylic acid). Yields the product FC1=CC=C(C=C1)C1(CCC1)C1=NCCC2=CC=C(C=C12)O (1-[1-(4-Fluorophenyl)cyclobutyl]-3,4-dihydroisoquinolin-7-ol). RXN SMILES: Cl[C:2]1[CH:7]=[CH:6][C:5]([C:8]2([C:12]3[C:21]4[C:16](=[CH:17][CH:18]=[C:19]([OH:22])[CH:20]=4)[CH2:15][CH2:14][N:13]=3)[CH2:11][CH2:10][CH2:9]2)=[CH:4][CH:3]=1.[F:23]C1C=CC(C2(C(O)=O)CCC2)=CC=1>>[F:23][C:2]1[CH:7]=[CH:6][C:5]([C:8]2([C:12]3[C:21]4[C:16](=[CH:17][CH:18]=[C:19]([OH:22])[CH:20]=4)[CH2:15][CH2:14][N:13]=3)[CH2:11][CH2:10][CH2:9]2)=[CH:4][CH:3]=1. Procedure details: The compound was prepared analogously to 1-[1-(4-chlorophenyl)cyclobutyl]-3,4-dihydroisoquinolin-7-ol (cf. example 82) starting from 1-(4-fluorophenyl)cyclobutanecarboxylic acid. Procedure: A mixture of 1-chloro-4-phenylbutan-4-one (1.83 g, 10 mmol), O-methylhydroxylammonium chloride (1.67 g, 20 mmol), pyridine (1.21 ml, 15 mmol), and ethanol (15 ml) was heated at reflux for 1 hour and then evaporated in vacuo. The residue was partitioned between chloroform and water, and the organic layer was dried (MgSO4) and evaporated in vacuo to give 1-chloro-4-phenylbutan-4-one O-methyloxime (1.78 g, 84%), νmax (neat) 2930, 1445, 1050, 900 cm-1 ; λmax (EtOH) 209 nm (εm 17,200), 253 nm (εm 11,... Solvent: C(C)O (ethanol). Product: CON=C(CCCCl)C1=CC=CC=C1 (1-chloro-4-phenylbutan-4-one O-methyloxime). Yield: 84.1%. RXN SMILES: [Cl:1][CH2:2][CH2:3][CH2:4][C:5]([C:7]1[CH:12]=[CH:11][CH:10]=[CH:9][CH:8]=1)=O.[Cl-].[CH3:14][O:15][NH3+:16].N1C=CC=CC=1>C(O)C>[CH3:14][O:15][N:16]=[C:5]([C:7]1[CH:12]=[CH:11][CH:10]=[CH:9][CH:8]=1)[CH2:4][CH2:3][CH2:2][Cl:1] |f:1.2|. Reactants: ClCCCC(=O)C1=CC=CC=C1 (1-chloro-4-phenylbutan-4-one), [Cl-].CO[NH3+] (O-methylhydroxylammonium chloride), N1=CC=CC=C1 (pyridine). Reactants: [N+](=O)([O-])C1=C(C=CC=C1)Br (o-nitrobromobenzene), Cl (hydrochloric acid), C(CCC)N(CCCN)CCCC (3-dibutylaminopropylamine), C(C)(=O)[O-].[Na+] (sodium acetate). Procedure: 15 g. of o-nitrobromobenzene and 13 g. of 3-dibutylaminopropylamine are agitated with 15 g. of anhydrous sodium acetate for 7 hours at 135° C. The reaction mixture is taken up in 70 ml. of 6N hydrochloric acid and 80 ml. of water, the unreacted o-nitrobromobenzene is subjected to steam distillation, the distillation residue is rendered alkaline with potassium hydroxide solution, and extracted with ether. After distilling the residue of the ether extract, 12 g. of 2-(3-dibutylaminopropylamino)-ni... As a reaction SMILES: [N+:1]([C:4]1[CH:9]=[CH:8][CH:7]=[CH:6][C:5]=1Br)([O-:3])=[O:2].[CH2:11]([N:15]([CH2:20][CH2:21][CH2:22][CH3:23])[CH2:16][CH2:17][CH2:18][NH2:19])[CH2:12][CH2:13][CH3:14].C([O-])(=O)C.[Na+].Cl>>[CH2:11]([N:15]([CH2:20][CH2:21][CH2:22][CH3:23])[CH2:16][CH2:17][CH2:18][NH:19][C:5]1[CH:6]=[CH:7][CH:8]=[CH:9][C:4]=1[N+:1]([O-:3])=[O:2])[CH2:12][CH2:13][CH3:14] |f:2.3|. The product is C(CCC)N(CCCNC1=C(C=CC=C1)[N+](=O)[O-])CCCC (2-(3-dibutylaminopropylamino)-nitrobenzene). The reactants are BrC=1C=C2C(CNC2=CC1)(C)C (5-bromo-3,3-dimethyl-2,3-dihydro-1H-indole), [N+](=O)([O-])C=1C=C(C=CC1)B(O)O (3-nitrophenylboronic acid), C([O-])([O-])=O.[Na+].[Na+] (sodium carbonate). Reagents/catalysts: [Pd].C1(=CC=CC=C1)P(C1=CC=CC=C1)C1=CC=CC=C1.C1(=CC=CC=C1)P(C1=CC=CC=C1)C1=CC=CC=C1.C1(=CC=CC=C1)P(C1=CC=CC=C1)C1=CC=CC=C1.C1(=CC=CC=C1)P(C1=CC=CC=C1)C1=CC=CC=C1 (tetrakis(triphenylphosphine) palladium). Run in C(OC)COC (dimethoxyethane), O (water). Product: CC1(CNC2=CC=C(C=C12)C1=CC(=CC=C1)[N+](=O)[O-])C (3,3-Dimethyl-5-(3-nitro-phenyl)-2,3-dihydro-1H-indole). Yield: 57.6%. As a reaction SMILES: Br[C:2]1[CH:3]=[C:4]2[C:8](=[CH:9][CH:10]=1)[NH:7][CH2:6][C:5]2([CH3:12])[CH3:11].[N+:13]([C:16]1[CH:17]=[C:18](B(O)O)[CH:19]=[CH:20][CH:21]=1)([O-:15])=[O:14].C(=O)([O-])[O-].[Na+].[Na+]>C(COC)OC.O.[Pd].C1(P(C2C=CC=CC=2)C2C=CC=CC=2)C=CC=CC=1.C1(P(C2C=CC=CC=2)C2C=CC=CC=2)C=CC=CC=1.C1(P(C2C=CC=CC=2)C2C=CC=CC=2)C=CC=CC=1.C1(P(C2C=CC=CC=2)C2C=CC=CC=2)C=CC=CC=1>[CH3:11][C:5]1([CH3:12])[C:4]2[C:8](=[CH:9][CH:10]=[C:2]([C:20]3[CH:19]=[CH:18][CH:17]=[C:16]([N+:13]([O-:15])=[O:14])[CH:21]=3)[CH:3]=2)[NH:7][CH2:6]1 |f:2.3.4,7.8.9.10.11|. Reported procedure: Using the standard coupling conditions given in Example 1, the title compound was prepared from 5-bromo-3,3-dimethyl-2,3-dihydro-1H-indole (0.25 g, 1.1 mmol), tetrakis(triphenylphosphine) palladium (0.08 g, 0.07 mmol) in dimethoxyethane (5 mL) with 3-nitrophenylboronic acid (0.22 g, 1.3 mmol) and sodium carbonate (0.35 g, 3.3 mmol) in 5 mL water. The title compound (0.17 g, 60%) was obtained as a brown semi-solid: 1H NMR (CDCl3) δ 1.38 (s, 3H), 3.40 (s, 2H), 6.72 (d, J=8.0 Hz, 1H), 7.29-7.34 (m,... Reactants: O=c1ccccn1C(=S)n1ccccc1=O, Nc1cc(CNC(=O)C2(C(F)(F)F)CC2)ccc1Cl, ClCCl. Product: O=C(NCc1ccc(Cl)c(N=C=S)c1)C1(C(F)(F)F)CC1. As a reaction SMILES: [C:20](=[S:21])([n:22]1[cH:23][cH:24][cH:25][cH:26][c:27]1=[O:28])[n:29]1[cH:30][cH:31][cH:32][cH:33][c:34]1=[O:35].[Cl:1][c:2]1[c:3]([NH2:19])[cH:4][c:5]([CH2:6][NH:7][C:8](=[O:9])[C:10]2([C:13]([F:14])([F:15])[F:16])[CH2:11][CH2:12]2)[cH:17][cH:18]1.[Cl:36][CH2:37][Cl:38]>>[Cl:1][c:2]1[c:3]([N:19]=[C:20]=[S:21])[cH:4][c:5]([CH2:6][NH:7][C:8](=[O:9])[C:10]2([C:13]([F:14])([F:15])[F:16])[CH2:11][CH2:12]2)[cH:17][cH:18]1. Starting materials: ClC[C@@H](O)C1=C(C=C(C=C1)F)OC ((S)-2-chloro-1-(4-fluoro-2-methoxyphenyl)ethanol), C12CN(CC(CC1)O2)C=2N=C1N(C(C2)=O)CC[C@H](N1)C(F)(F)F ((8S)-2-(8-oxa-3-azabicyclo[3.2.1]oct-3-yl)-8-trifluoromethyl-6,7,8,9-tetrahydropyrimido[1,2-a]pyrimidin-4-one), [H-].[Na+] (sodium hydride). The solvent is CN(C)C=O (DMF), CN(C)C=O (DMF). Run at temperature 50 celsius, time 8 hour. Product: FC1=CC(=C(C=C1)[C@@H](CN1[C@@H](CCN2C1=NC(=CC2=O)N2CC1CCC(C2)O1)C(F)(F)F)O)OC ((8S)-9-[(S)-2-(4-fluoro-2-methoxyphenyl)-2-hydroxyethyl]-2-(8-oxa-3-azabicyclo[3.2.1]oct-3-yl)-8-trifluoromethyl-6,7,8,9-tetrahydropyrimido[1,2-a]pyrimidin-4-one). The yield is 13.2%. Reaction SMILES: [CH:1]12[O:8][CH:5]([CH2:6][CH2:7]1)[CH2:4][N:3]([C:9]1[N:10]=[C:11]3[NH:19][C@H:18]([C:20]([F:23])([F:22])[F:21])[CH2:17][CH2:16][N:12]3[C:13](=[O:15])[CH:14]=1)[CH2:2]2.[H-].[Na+].Cl[CH2:27][C@H:28]([C:30]1[CH:35]=[CH:34][C:33]([F:36])=[CH:32][C:31]=1[O:37][CH3:38])[OH:29]>CN(C=O)C>[F:36][C:33]1[CH:34]=[CH:35][C:30]([C@H:28]([OH:29])[CH2:27][N:19]2[C:11]3=[N:10][C:9]([N:3]4[CH2:4][CH:5]5[O:8][CH:1]([CH2:7][CH2:6]5)[CH2:2]4)=[CH:14][C:13](=[O:15])[N:12]3[CH2:16][CH2:17][C@H:18]2[C:20]([F:22])([F:21])[F:23])=[C:31]([O:37][CH3:38])[CH:32]=1 |f:1.2|. Procedure: 200 mg (0.61 mmol) of (8S)-2-(8-oxa-3-azabicyclo[3.2.1]oct-3-yl)-8-trifluoromethyl-6,7,8,9-tetrahydropyrimido[1,2-a]pyrimidin-4-one in 5 mL of DMF are added to a suspension of 60 mg (1.51 mmol) of sodium hydride in 10 mL of DMF. The reaction mixture is heated at 50° C. for 10 minutes. After addition of 162 mg (0.79 mmol) of (S)-2-chloro-1-(4-fluoro-2-methoxyphenyl)ethanol, the reaction is continued at room temperature overnight. The reaction medium is evaporated to dryness. The residue is purifi...